This data is from the Open Reaction Database (ORD), a public repository of structured organic reaction records. The task is: describe an organic reaction: reactants, conditions, products, and yield Reactants: COc1cc(C(F)(F)F)ccc1C=O, CN, CC(=O)[O-], Cl, C[N+](=O)[O-], [Na+]. Product: COc1cc(C(F)(F)F)ccc1C=C[N+](=O)[O-]. As a reaction SMILES: [CH3:1][O:2][c:3]1[c:4]([CH:5]=[O:6])[cH:7][cH:8][c:9]([C:11]([F:12])([F:13])[F:14])[cH:10]1.[CH3:20][NH2:21].[CH3:23][C:24](=[O:25])[O-:26].[ClH:19].[N+:15](=[O:16])([O-:17])[CH3:18].[Na+:22]>>[CH3:1][O:2][c:3]1[c:4]([CH:5]=[CH:18][N+:15](=[O:16])[O-:17])[cH:7][cH:8][c:9]([C:11]([F:12])([F:13])[F:14])[cH:10]1. Starting materials: CCOCC, ClCCl, O=C(Cl)c1ccc(Cl)cc1, CC(C)(N)CO, [Na+], [OH-], O=S(Cl)Cl. The product is CC1(C)COC(c2ccc(Cl)cc2)N1. RXN SMILES: [CH2:26]([O:27][CH2:28][CH3:29])[CH3:30].[Cl:23][CH2:24][Cl:25].[Cl:7][c:8]1[cH:9][cH:10][c:11]([C:12]([Cl:13])=[O:14])[cH:15][cH:16]1.[NH2:1][C:2]([CH2:3][OH:4])([CH3:5])[CH3:6].[Na+:22].[OH-:21].[S:17]([Cl:18])([Cl:19])=[O:20]>>[NH:1]1[C:2]([CH3:5])([CH3:6])[CH2:3][O:4][CH:12]1[c:11]1[cH:10][cH:9][c:8]([Cl:7])[cH:16][cH:15]1. Reactants: BrCCCCCCCCBr, CCOC(=O)C(C)C, CN(C)P(=O)(N(C)C)N(C)C, CC(C)[N-]C(C)C, [Li+]. Product: CCOC(=O)C(C)(C)CCCCCCCCBr. RXN SMILES: [Br:1][CH2:2][CH2:3][CH2:4][CH2:5][CH2:6][CH2:7][CH2:8][CH2:9][Br:10].[CH2:11]([CH3:12])[O:13][C:14]([CH:15]([CH3:16])[CH3:17])=[O:18].[CH3:27][N:28]([P:29]([N:30]([CH3:31])[CH3:32])([N:33]([CH3:34])[CH3:35])=[O:36])[CH3:37].[CH:19]([N-:20][CH:21]([CH3:22])[CH3:23])([CH3:24])[CH3:25].[Li+:26]>>[CH2:2]([CH2:3][CH2:4][CH2:5][CH2:6][CH2:7][CH2:8][CH2:9][Br:10])[C:15]([C:14]([O:13][CH2:11][CH3:12])=[O:18])([CH3:16])[CH3:17].